From a dataset of the Open Reaction Database (ORD), a public repository of structured organic reaction records. describe an organic reaction: reactants, conditions, products, and yield Reactants: [BH4-].[Na+] (Sodium borohydride), BrC1=C2C=CC(=CC2=CC=C1OC)C=O (5-bromo-6-methoxy-2-naphthldehyde), O (water). The solvent is CO (methanol), C1CCOC1 (THF). Reaction conditions: time 30 minute. The product is BrC1=C2C=CC(=CC2=CC=C1OC)CO (5-Bromo-6-methoxy-2-naphthalenemethanol). The yield is 89.0%. RXN SMILES: [BH4-].[Na+].[Br:3][C:4]1[C:13]([O:14][CH3:15])=[CH:12][CH:11]=[C:10]2[C:5]=1[CH:6]=[CH:7][C:8]([CH:16]=[O:17])=[CH:9]2.O>CO.C1COCC1>[Br:3][C:4]1[C:13]([O:14][CH3:15])=[CH:12][CH:11]=[C:10]2[C:5]=1[CH:6]=[CH:7][C:8]([CH2:16][OH:17])=[CH:9]2 |f:0.1|. Procedure: Step d) Sodium borohydride (4.78 g, 128.3 mmol) was added portionwise in to a cold (0° C.) mixture of 5-bromo-6-methoxy-2-naphthldehyde (34.0 g, 128.3 mmol) in methanol (300 ml) and THF (200 mL). After stirring for 30 minutes the mixture was poured in to water and extracted with EtOAc. The organic extracts were dried over MgSO4. Evaporation and purification by flash chromatography (hexane/EtOAc 2/1 ) gave a yellow solid (30.5 g, 90% yield, m.p. 85°-87° C.). The reactants are product, C(C)(C)N(CC)C(C)C (diisopropyl ethylamine), C(C)(=O)O[BH-](OC(C)=O)OC(C)=O.[Na+] (sodium triacetoxyborohydride), NC=1C(=NON1)C=1N(C2=C(C=NC=C2CNC2CCNCC2)N1)CC ([2-(4-Amino-furazan-3-yl)-1-ethyl-1H-imidazo[4,5-c]pyridin-7-ylmethyl]-piperidin-4-yl-amine), N1CCCCC1 (piperidine). Run in ClCCCl (1,2-dichloroethane), ClCCCl (1,2-dichloroethane). Conditions: time 5 minute. Product: C(C)N1C(=NC=2C=NC=C(C21)C[C@@H]2C(CCC2)CN2CCNCC2)C=2C(=NON2)N (4-[1-Ethyl-7-((R)-2-piperazin-1-ylmethyl-cyclopentylmethyl)-1H-imidazo[4,5-c]pyridin-2-yl]-furazan-3-ylamine). The yield is 19.0%. Reaction SMILES: [NH2:1][C:2]1[C:3]([C:7]2[N:8]([CH2:24][CH3:25])[C:9]3[C:14]([CH2:15]NC4CCNCC4)=[CH:13][N:12]=[CH:11][C:10]=3[N:23]=2)=[N:4][O:5][N:6]=1.[CH:26]([N:29](C(C)C)[CH2:30][CH3:31])(C)[CH3:27].[C:35](O[BH-](OC(=O)C)OC(=O)C)(=O)C.[Na+].[NH:49]1[CH2:54][CH2:53][CH2:52][CH2:51][CH2:50]1>ClCCCl>[CH2:24]([N:8]1[C:9]2[C:14]([CH2:15][C@H:35]3[CH2:50][CH2:51][CH2:52][CH:53]3[CH2:54][N:49]3[CH2:31][CH2:30][NH:29][CH2:26][CH2:27]3)=[CH:13][N:12]=[CH:11][C:10]=2[N:23]=[C:7]1[C:3]1[C:2]([NH2:1])=[N:6][O:5][N:4]=1)[CH3:25] |f:2.3|. Procedure details: The product of example 191 step 1 (100 mg, 0.387 mmol) was dissolved in 1,2-dichloroethane (2.5 ml) and added to a stirred solution of the product of Step 1 (480 mg, 0.774 mmol) and diisopropyl ethylamine (100 mg, 0.774 mmol) in 1,2-dichloroethane (2.5 ml). After stirring for 5 minutes the reaction was treated with sodium triacetoxyborohydride (164 mg, 0.774 mmol) and the reaction was stirred for 16 hours at room temperature. The reaction was then treated with piperidine (5 ml) and stirred for 5... RXN SMILES: [B-:30]([F:31])([F:32])([F:33])[F:34].[Br:1][c:2]1[cH:3][c:4]([C:11]([CH2:12][C:13]([C:14]([F:15])([F:16])[F:17])([OH:18])[CH2:19][S:20][c:21]2[cH:22][cH:23][c:24]([CH3:25])[cH:26][cH:27]2)([CH3:28])[CH3:29])[c:5]2[c:6]([cH:10]1)[CH2:7][CH2:8][O:9]2.[C:39](=[O:40])([O-:41])[O-:42].[C:45](=[O:46])([OH:47])[O-:48].[CH3:35][O+:36]([CH3:37])[CH3:38].[Cl:50][CH2:51][Cl:52].[K+:43].[K+:44].[Na+:49].[OH2:53]>>[Br:1][c:2]1[cH:3][c:4]([C:11]([CH2:12][C:13]2([C:14]([F:15])([F:16])[F:17])[O:18][CH2:19]2)([CH3:28])[CH3:29])[c:5]2[c:6]([cH:10]1)[CH2:7][CH2:8][O:9]2. The product is CC(C)(CC1(C(F)(F)F)CO1)c1cc(Br)cc2c1OCC2. Starting materials: F[B-](F)(F)F, Cc1ccc(SCC(O)(CC(C)(C)c2cc(Br)cc3c2OCC3)C(F)(F)F)cc1, O=C([O-])[O-], O=C([O-])O, C[O+](C)C, ClCCl, [K+], [K+], [Na+], O.